Dataset: the Open Reaction Database (ORD), a public repository of structured organic reaction records. Task: describe an organic reaction: reactants, conditions, products, and yield Reactants: O=C1NN=C2C=3C(=CC=CC13)NC(C2C2=CC=CC=C2)C2=CC=C(C=O)C=C2 (4-(3-oxo-9-phenyl-3,7,8,9-tetrahydro-2H-pyrido[4,3,2-de]phthalazin-8-yl)benzaldehyde), C(C)(=O)O (acetic acid), C(C)(=O)O[BH-](OC(C)=O)OC(C)=O.[Na+] (sodium triacetoxyborohydride), N1CCC1 (azetidine). Solvent: ClCCl (dichloromethane), CO (MeOH). Conditions: time 8 hour. Yields the product N1(CCC1)CC1=CC=C(C=C1)C1C(C2=NNC(C=3C=CC=C(C23)N1)=O)C1=CC=CC=C1 (8-(4-(azetidin-1-ylmethyl)phenyl)-9-phenyl-8,9-dihydro-2H-pyrido[4,3,2-de]phthalazin-3(7H)-one). Isolated yield 50.2%. RXN SMILES: [O:1]=[C:2]1[C:11]2[CH:10]=[CH:9][CH:8]=[C:7]3[NH:12][CH:13]([C:21]4[CH:28]=[CH:27][C:24]([CH:25]=O)=[CH:23][CH:22]=4)[CH:14]([C:15]4[CH:20]=[CH:19][CH:18]=[CH:17][CH:16]=4)[C:5]([C:6]=23)=[N:4][NH:3]1.C(O)(=O)C.[NH:33]1[CH2:36][CH2:35][CH2:34]1.C(O[BH-](OC(=O)C)OC(=O)C)(=O)C.[Na+]>ClCCl.CO>[N:33]1([CH2:25][C:24]2[CH:27]=[CH:28][C:21]([CH:13]3[NH:12][C:7]4[C:6]5[C:5](=[N:4][NH:3][C:2](=[O:1])[C:11]=5[CH:10]=[CH:9][CH:8]=4)[CH:14]3[C:15]3[CH:20]=[CH:19][CH:18]=[CH:17][CH:16]=3)=[CH:22][CH:23]=2)[CH2:36][CH2:35][CH2:34]1 |f:3.4|. Procedure: To a stirred solution of 4-(3-oxo-9-phenyl-3,7,8,9-tetrahydro-2H-pyrido[4,3,2-de]phthalazin-8-yl)benzaldehyde (150 mg, 0.41 mmol) in dry dichloromethane (20 mL) and MeOH (2 mL) was added acetic acid (120 mg) followed by azetidine (70 mg, 1.23 mmol). After the addition, the mixture was stirred at room temperature overnight. Then sodium triacetoxyborohydride (131 mg, 0.62 mmol) was added at 0° C. After the addition, the mixture was stirred at this temperature for 5 hr. DCM was removed under reduce... RXN SMILES: [CH2:23]1[O:24][CH2:25][CH2:26][CH2:27]1.[Cl:1][c:2]1[cH:3][c:4]([C:5](=[O:6])[NH:7][c:8]2[c:9]([C:10](=[O:11])[O:12][CH3:13])[cH:14][cH:15][cH:16][cH:17]2)[cH:18][cH:19][c:20]1[O:21][CH3:22].[OH2:28]>>[Cl:1][c:2]1[cH:3][c:4]([C:5](=[O:6])[NH:7][c:8]2[c:9]([C:10](=[O:11])[OH:12])[cH:14][cH:15][cH:16][cH:17]2)[cH:18][cH:19][c:20]1[O:21][CH3:22]. Starting materials: C1CCOC1, COC(=O)c1ccccc1NC(=O)c1ccc(OC)c(Cl)c1, O. Yields the product COc1ccc(C(=O)Nc2ccccc2C(=O)O)cc1Cl.